This data is from the Open Reaction Database (ORD), a public repository of structured organic reaction records. The task is: describe an organic reaction: reactants, conditions, products, and yield The reactants are CrO3, ClC1=C(C=CC2=C1N(C=N2)CCO)F (2-(7-Chloro-6-fluoro-1H-benzimidazol-1-yl)ethanol), CC(=O)O (AcOH). The solvent is OS(=O)(=O)O (H2SO4), O (water), CC(C)O (iPrOH). Reaction conditions: time 1 hour. The product is ClC1=C(C=CC2=C1N(C=N2)CC(=O)O)F ((7-chloro-6-fluoro-1H-benzimidazol-1-yl)acetic Acid). As a reaction SMILES: [Cl:1][C:2]1[C:7]2[N:8]([CH2:11][CH2:12][OH:13])[CH:9]=[N:10][C:6]=2[CH:5]=[CH:4][C:3]=1[F:14].CC(O)=[O:17]>CC(O)C.OS(O)(=O)=O.O>[Cl:1][C:2]1[C:7]2[N:8]([CH2:11][C:12]([OH:17])=[O:13])[CH:9]=[N:10][C:6]=2[CH:5]=[CH:4][C:3]=1[F:14]. Procedure: 2-(7-Chloro-6-fluoro-1H-benzimidazol-1-yl)ethanol (550 mg, 2.57 mmol) is dissolved in AcOH (20.0 mL). Jones reagenta (3.31 mL, 3.00 mmol, 0.907 M) is added drop wise, and the solution is stirred for 1 hour at room temperature. The solution is diluted with iPrOH (50.0 mL), and the solvents are evaporated. 6N NaOH is added to the solution until the pH is 11. The aqueous phase is washed with EtOAc (50.0 mL), and the organic phase is extracted 3 times with water (3×50.0 mL). The combined aqueous pha... The reactants are Cl (hydrochloric acid), BrCCCN1C(N(C(C2=CC=CC=C12)=O)C)=O (1-(3-bromopropyl)-3-methyl-2,4(1H, 3H)-quinazolinedione), C1(=CC=CC=C1)C(N1CCNCC1)C1=CC=CC=C1 (1-diphenylmethylpiperazine), C([O-])([O-])=O.[K+].[K+] (potassium carbonate). Run in O (water), CO (methanol), CN(C=O)C (N,N-dimethylformamide). Conditions: temperature 60 celsius, time 3 hour. Yields the product C1(=CC=CC=C1)C(N1CCN(CC1)CCCN1C(N(C(C2=CC=CC=C12)=O)C)=O)C1=CC=CC=C1 (1-[3-{4-(diphenylmethyl)-piperazin-1-yl}propyl]-3-methyl-2,4(1H, 3H)-quinazolinedione). Reaction SMILES: Br[CH2:2][CH2:3][CH2:4][N:5]1[C:14]2[C:9](=[CH:10][CH:11]=[CH:12][CH:13]=2)[C:8](=[O:15])[N:7]([CH3:16])[C:6]1=[O:17].[C:18]1([CH:24]([C:31]2[CH:36]=[CH:35][CH:34]=[CH:33][CH:32]=2)[N:25]2[CH2:30][CH2:29][NH:28][CH2:27][CH2:26]2)[CH:23]=[CH:22][CH:21]=[CH:20][CH:19]=1.C(=O)([O-])[O-].[K+].[K+].Cl>CO.O.CN(C)C=O>[C:31]1([CH:24]([C:18]2[CH:23]=[CH:22][CH:21]=[CH:20][CH:19]=2)[N:25]2[CH2:26][CH2:27][N:28]([CH2:2][CH2:3][CH2:4][N:5]3[C:14]4[C:9](=[CH:10][CH:11]=[CH:12][CH:13]=4)[C:8](=[O:15])[N:7]([CH3:16])[C:6]3=[O:17])[CH2:29][CH2:30]2)[CH:32]=[CH:33][CH:34]=[CH:35][CH:36]=1 |f:2.3.4|. Procedure details: A mixture of 1-(3-bromopropyl)-3-methyl-2,4(1H, 3H)-quinazolinedione (1.68 g), 1-diphenylmethylpiperazine (1.56 g), anhydrous potassium carbonate (2.33 g) and N,N-dimethylformamide (8 ml) was stirred for 3 hours at 60° C. After cooling, water was added to the reaction mixture and then the mixture was extracted twice with chloroform. The chloroform layer was washed with water and with saturated sodium chloride aqueous solution respectively, dried over anhydrous magnesium sulfate and evaporated in... Starting materials: CC(=O)NC(CSC(C)=O)C(=O)N1CCCC1C(=O)OC(C)(C)C, COc1ccccc1, O=C(O)C(F)(F)F. Yields the product CC(=O)NC(CSC(C)=O)C(=O)N1CCCC1C(=O)O. As a reaction SMILES: [C:1]([CH3:2])([CH3:3])([CH3:4])[O:5][C:6]([CH:7]1[N:8]([C:12]([CH:13]([NH:14][C:15]([CH3:16])=[O:17])[CH2:18][S:19][C:20]([CH3:21])=[O:22])=[O:23])[CH2:9][CH2:10][CH2:11]1)=[O:24].[CH3:25][O:26][c:27]1[cH:28][cH:29][cH:30][cH:31][cH:32]1.[OH:33][C:34]([C:35]([F:36])([F:37])[F:38])=[O:39]>>[O:5]=[C:6]([CH:7]1[N:8]([C:12]([CH:13]([NH:14][C:15]([CH3:16])=[O:17])[CH2:18][S:19][C:20]([CH3:21])=[O:22])=[O:23])[CH2:9][CH2:10][CH2:11]1)[OH:24]. Yield: 76.0%. Run in O1CCCC1 (tetrahydrofuran), O1CCCC1 (tetrahydrofuran). Reaction SMILES: [H-].[Al+3].[Li+].[H-].[H-].[H-].[O:7]([C:14]1[CH:15]=[CH:16][C:17]2[CH2:18][C@H:19]3[N:30]([CH:31]=O)[CH2:29][CH2:28][C@@:25]4([C:26]=2[CH:27]=1)[C@H:20]3[CH2:21][CH2:22][CH2:23][CH2:24]4)[C:8]1[CH:13]=[CH:12][CH:11]=[CH:10][CH:9]=1.C(OCC)(=O)C.O>O1CCCC1>[O:7]([C:14]1[CH:15]=[CH:16][C:17]2[CH2:18][C@H:19]3[N:30]([CH3:31])[CH2:29][CH2:28][C@@:25]4([C:26]=2[CH:27]=1)[C@H:20]3[CH2:21][CH2:22][CH2:23][CH2:24]4)[C:8]1[CH:13]=[CH:12][CH:11]=[CH:10][CH:9]=1 |f:0.1.2.3.4.5|. Procedure: To a suspension of 1.1 g of lithium aluminum hydride in 120 ml of anhydrous tetrahydrofuran, 10.8 g (0.03 mol) of crude (±)-3-phenoxy-N-formylmorphinan in 50 ml of tetrahydrofuran was added dropwise. After the mixture had been refluxed for 3 hrs, it was cooled to room temperature and ethyl acetate followed by water were added dropwise. The resulting suspension was dried, filtered and the filtrate concentrated in vacuo to give a dark brown oil which was distilled, bp 170°-180° (0.05 mm Hq) to aff... Reactants: [H-].[Al+3].[Li+].[H-].[H-].[H-] (lithium aluminum hydride), O(C1=CC=CC=C1)C=1C=CC=2C[C@@H]3[C@@H]4CCCC[C@@]4(C2C1)CCN3C=O ((±)-3-phenoxy-N-formylmorphinan), O (water), C(C)(=O)OCC (ethyl acetate). Yields the product O(C1=CC=CC=C1)C=1C=CC=2C[C@@H]3[C@@H]4CCCC[C@@]4(C2C1)CCN3C ((±)-3-phenoxy-N-methylmorphinan). Reactants: [BH3-]C#N, CO, NC1CCCCC1, [Na+], O=Cc1ccc(Oc2ccccc2)cc1. Yields the product c1ccc(Oc2ccc(CNC3CCCCC3)cc2)cc1. Reaction SMILES: [C:23]([BH3-:24])#[N:25].[CH3:27][OH:28].[NH2:16][CH:17]1[CH2:18][CH2:19][CH2:20][CH2:21][CH2:22]1.[Na+:26].[O:1]([c:2]1[cH:3][cH:4][cH:5][cH:6][cH:7]1)[c:8]1[cH:9][cH:10][c:11]([CH:12]=[O:13])[cH:14][cH:15]1>>[O:1]([c:2]1[cH:3][cH:4][cH:5][cH:6][cH:7]1)[c:8]1[cH:9][cH:10][c:11]([CH2:12][NH:16][CH:17]2[CH2:18][CH2:19][CH2:20][CH2:21][CH2:22]2)[cH:14][cH:15]1.